This data is from the Open Reaction Database (ORD), a public repository of structured organic reaction records. The task is: describe an organic reaction: reactants, conditions, products, and yield The reactants are C1(=CC=CC=C1)B(O)O (phenylboronic acid), BrC=1C2=C(SC1C(C)=O)C=CC=C2 (1-(3-bromobenzo[b]thiophen-2-yl)ethanone), C([O-])([O-])=O.[Na+].[Na+] (sodium carbonate). The reagents and catalysts are Cl[Pd]([P](C1=CC=CC=C1)(C2=CC=CC=C2)C3=CC=CC=C3)([P](C4=CC=CC=C4)(C5=CC=CC=C5)C6=CC=CC=C6)Cl (trans-dichlorobis(triphenyl-phosphine)palladium (ii)). Solvent: C1(=CC=CC=C1)C (Toluene). Run at temperature 110 celsius, time 16 hour. Yields the product C1(=CC=CC=C1)C=1C2=C(SC1C(C)=O)C=CC=C2 (1-(3-phenylbenzo[b]thiophen-2-yl)ethanone). As a reaction SMILES: [C:1]1(B(O)O)[CH:6]=[CH:5][CH:4]=[CH:3][CH:2]=1.Br[C:11]1[C:12]2[CH:22]=[CH:21][CH:20]=[CH:19][C:13]=2[S:14][C:15]=1[C:16](=[O:18])[CH3:17].C(=O)([O-])[O-].[Na+].[Na+]>C1(C)C=CC=CC=1.Cl[Pd](Cl)([P](C1C=CC=CC=1)(C1C=CC=CC=1)C1C=CC=CC=1)[P](C1C=CC=CC=1)(C1C=CC=CC=1)C1C=CC=CC=1>[C:1]1([C:11]2[C:12]3[CH:22]=[CH:21][CH:20]=[CH:19][C:13]=3[S:14][C:15]=2[C:16](=[O:18])[CH3:17])[CH:6]=[CH:5][CH:4]=[CH:3][CH:2]=1 |f:2.3.4,^1:38,57|. Procedure: A mixture of trans-dichlorobis(triphenyl-phosphine)palladium (ii) (0.138 g, 0.196 mmol), phenylboronic acid (0.717 g, 5.88 mmol), 1-(3-bromobenzo[b]thiophen-2-yl)ethanone (0.50 g, 1.960 mmol) and 2.0 N aqueous sodium carbonate (2.94 mL, 5.88 mmol) in Toluene (10 mL) was purged with nitrogen and heated to 110° C. overnight. After 16 h, the reaction mixture was partitioned between EtOAc and water. The organic layer was stirred over MgSO4, filtered and concentrated under reduced pressure to give a ... The reactants are COc1cc(Br)cc(C)c1O, CC#N, CCCCCCCCI, [K+], [K+], O=C([O-])[O-]. The product is CCCCCCCCOc1c(C)cc(Br)cc1OC. As a reaction SMILES: [Br:1][c:2]1[cH:3][c:4]([O:10][CH3:11])[c:5]([OH:9])[c:6]([CH3:8])[cH:7]1.[CH3:27][C:28]#[N:29].[I:18][CH2:19][CH2:20][CH2:21][CH2:22][CH2:23][CH2:24][CH2:25][CH3:26].[K+:12].[K+:13].[O-:14][C:15]([O-:16])=[O:17]>>[Br:1][c:2]1[cH:3][c:4]([O:10][CH3:11])[c:5]([O:9][CH2:19][CH2:20][CH2:21][CH2:22][CH2:23][CH2:24][CH2:25][CH3:26])[c:6]([CH3:8])[cH:7]1.